From a dataset of the Open Reaction Database (ORD), a public repository of structured organic reaction records. describe an organic reaction: reactants, conditions, products, and yield The reactants are [Cl-].O[NH3+] (hydroxylammonium chloride), C(O)([O-])=O.[Na+] (sodium hydrogen carbonate), CS(=O)C (dimethyl sulfoxide), C(CCC)C1=NN(C(N1CC1=CC=C(C=C1)C=1C(=CC=CC1)C#N)=O)C=1C=CC2=C(CC(O2)(C)C)C1 (4′-{[3-butyl-1-(2,2-dimethyl-2,3-dihydro-1-benzofuran-5-yl)-5-oxo-1,5-dihydro-4H-1,2,4-triazol-4-yl]methyl}biphenyl-2-carbonitrile). Solvent: C(C)(=O)OCC (ethyl acetate). Reaction conditions: temperature 50 celsius, time 30 minute. The product is C(CCC)C1=NN(C(N1CC1=CC=C(C=C1)C1=C(C=CC=C1)C1=NOC(N1)=O)=O)C=1C=CC2=C(CC(O2)(C)C)C1 (3-(4′-{[3-butyl-1-(2,2-dimethyl-2,3-dihydro-1-benzofuran-5-yl)-5-oxo-1,5-dihydro-4H-1,2,4-triazol-4-yl]methyl}biphenyl-2-yl)-1,2,4-oxadiazol-5(4H)-one). Isolated yield 37.5%. RXN SMILES: [Cl-].O[NH3+:3].[C:4](=[O:7])([O-])[OH:5].[Na+].CS(C)=O.[CH2:13]([C:17]1[N:21]([CH2:22][C:23]2[CH:28]=[CH:27][C:26]([C:29]3[C:30]([C:35]#[N:36])=[CH:31][CH:32]=[CH:33][CH:34]=3)=[CH:25][CH:24]=2)[C:20](=[O:37])[N:19]([C:38]2[CH:39]=[CH:40][C:41]3[O:45][C:44]([CH3:47])([CH3:46])[CH2:43][C:42]=3[CH:48]=2)[N:18]=1)[CH2:14][CH2:15][CH3:16]>C(OCC)(=O)C>[CH2:13]([C:17]1[N:21]([CH2:22][C:23]2[CH:24]=[CH:25][C:26]([C:29]3[CH:34]=[CH:33][CH:32]=[CH:31][C:30]=3[C:35]3[NH:3][C:4](=[O:7])[O:5][N:36]=3)=[CH:27][CH:28]=2)[C:20](=[O:37])[N:19]([C:38]2[CH:39]=[CH:40][C:41]3[O:45][C:44]([CH3:47])([CH3:46])[CH2:43][C:42]=3[CH:48]=2)[N:18]=1)[CH2:14][CH2:15][CH3:16] |f:0.1,2.3|. Reported procedure: A mixture of hydroxylammonium chloride (2.1 g), sodium hydrogen carbonate (3.0 g) and dimethyl sulfoxide (10 mL) was stirred at 50° C. for 30 min, 4′-{[3-butyl-1-(2,2-dimethyl-2,3-dihydro-1-benzofuran-5-yl)-5-oxo-1,5-dihydro-4H-1,2,4-triazol-4-yl]methyl}biphenyl-2-carbonitrile (1.4 g) was added, and the mixture was stirred at 90° C. for 16 hr. The reaction mixture was diluted with ethyl acetate, washed with water and then with saturated brine, and dried over anhydrous magnesium sulfate. The solv... Starting materials: BrCCOC1CCCCO1, Sc1ccccc1Br, CN(C)C=O, [H-], [Na+], [Na+], [Na+], O=C([O-])[O-]. The product is Brc1ccccc1SCCOC1CCCCO1. Reaction SMILES: [Br:11][CH2:12][CH2:13][O:14][CH:15]1[O:16][CH2:17][CH2:18][CH2:19][CH2:20]1.[Br:1][c:2]1[c:3]([SH:8])[cH:4][cH:5][cH:6][cH:7]1.[CH3:27][N:28]([CH3:29])[CH:30]=[O:31].[H-:9].[Na+:10].[Na+:21].[Na+:22].[O-:23][C:24](=[O:25])[O-:26]>>[Br:1][c:2]1[c:3]([S:8][CH2:12][CH2:13][O:14][CH:15]2[O:16][CH2:17][CH2:18][CH2:19][CH2:20]2)[cH:4][cH:5][cH:6][cH:7]1. Reactants: C(C)(C)(C)OC(=O)N1CC2=CC3=CC=C(N=C3N2[C@@H](C1)C)C ((R)-4,6-dimethyl-3,4-dihydro-1H-2,4a,5-triaza-fluorene-2-carboxylic acid tert-butyl ester), C(C)(C)(C)OC(=O)N1CC2=CC3=CC=C(N=C3N2[C@@H](C1)C)C ((R)-4,6-dimethyl-3,4-dihydro-1H-2,4a,5-triaza-fluorene-2-carboxylic acid tert-butyl ester), O1CCCC1 (tetrahydrofuran), BrN1C(CCC1=O)=O (N-bromosuccinimide). Conditions: time 1.5 hour. Product: C(C)(C)(C)OC(=O)N1C[C@H]2CC3=CC(=C(N=C3N2[C@@H](C1)C)C)Br ((4R,9aR)-7-Bromo-4,6-dimethyl-3,4,9,9a-tetrahydro-1H-2,4a,5-triaza-fluorene-2-carboxylic acid tert-butyl ester). Reaction SMILES: [C:1]([O:5][C:6]([N:8]1[CH2:20][C@@H:19]([CH3:21])[N:18]2[C:10](=[CH:11][C:12]3[C:17]2=[N:16][C:15]([CH3:22])=[CH:14][CH:13]=3)[CH2:9]1)=[O:7])([CH3:4])([CH3:3])[CH3:2].O1CCCC1.[Br:28]N1C(=O)CCC1=O>>[C:1]([O:5][C:6]([N:8]1[CH2:20][C@@H:19]([CH3:21])[N:18]2[C@H:10]([CH2:11][C:12]3[C:17]2=[N:16][C:15]([CH3:22])=[C:14]([Br:28])[CH:13]=3)[CH2:9]1)=[O:7])([CH3:4])([CH3:3])[CH3:2]. Procedure: To a stirred solution of 0.20 g (0.66 mmol) (R)-4,6-dimethyl-3,4-dihydro-1H-2,4a,5-triaza-fluorene-2-carboxylic acid tert-butyl ester (example 5, intermediate b)) in 2 mL tetrahydrofuran 0.12 g (0.69 mmol) was added N-bromosuccinimide; the reaction was stirred for 1.5 h. The solvent was evaporated and the residue was purified by column chromatography on silica gel (0.032–0.063 mm) with ethyl acetate:dichloromethane (1:19) as eluant. Reactants: O=C([O-])O, CN(C)C(=O)C(Cl)=NO, Clc1ccccc1, C=Cc1c(F)cccc1F, [K+], O. Yields the product CN(C)C(=O)C1=NOC(c2c(F)cccc2F)C1. RXN SMILES: [C:20](=[O:21])([OH:22])[O-:23].[CH3:1][N:2]([C:3]([C:4](=[N:5][OH:6])[Cl:7])=[O:8])[CH3:9].[Cl:25][c:26]1[cH:27][cH:28][cH:29][cH:30][cH:31]1.[F:10][c:11]1[c:12]([CH:13]=[CH2:14])[c:15]([F:19])[cH:16][cH:17][cH:18]1.[K+:24].[OH2:32]>>[CH3:1][N:2]([C:3]([C:4]1=[N:5][O:6][CH:13]([c:12]2[c:11]([F:10])[cH:18][cH:17][cH:16][c:15]2[F:19])[CH2:14]1)=[O:8])[CH3:9].